From a dataset of the Open Reaction Database (ORD), a public repository of structured organic reaction records. describe an organic reaction: reactants, conditions, products, and yield As a reaction SMILES: [C:1]([C:3]1[CH:4]=[C:5]([CH:36]=[CH:37][CH:38]=1)[O:6][C:7]1[CH:31]=[CH:30][C:10]([CH2:11][O:12][C:13]2[CH:14]=[C:15]3[N:22](C(OC(C)(C)C)=O)[CH2:21][CH2:20][N:16]3[C:17](=[O:19])[N:18]=2)=[CH:9][C:8]=1[C:32]([F:35])([F:34])[F:33])#[N:2]>CN(C=O)C.CCOC(C)=O.O>[O:19]=[C:17]1[N:16]2[CH2:20][CH2:21][NH:22][C:15]2=[CH:14][C:13]([O:12][CH2:11][C:10]2[CH:30]=[CH:31][C:7]([O:6][C:5]3[CH:4]=[C:3]([CH:38]=[CH:37][CH:36]=3)[C:1]#[N:2])=[C:8]([C:32]([F:34])([F:35])[F:33])[CH:9]=2)=[N:18]1. The product is O=C1N=C(C=C2N1CCN2)OCC2=CC(=C(OC=1C=C(C#N)C=CC1)C=C2)C(F)(F)F (3-(4-(((5-oxo-1,2,3,5-tetrahydroimidazo[1,2-c]pyrimidin-7-yl)oxy)methyl)-2-(trifluoromethyl)phenoxy)benzonitrile). Isolated yield 13.7%. Procedure details: To a solution of tert-butyl 7-((4-(3-cyanophenoxy)-3-(trifluoromethyl)benzyl)oxy)-5-oxo-2,3-dihydroimidazo[1,2-c]pyrimidine-1(5H)-carboxylate (27 mg, 0.051 mmol) in DMF (2 mL) was added silica gel. The reaction mixture was sealed in a microwave vial and irradiated with a microwave at 120° C. for 4 h, and then diluted with EtOAc and water. Separated organic portions were dried over anhydrous Na2SO4, filtered and concentrated. Purification via MDAP afforded the title product (3 mg). Run in CN(C)C=O (DMF), CCOC(=O)C (EtOAc), O (water). The reactants are C(#N)C=1C=C(OC2=C(C=C(COC=3C=C4N(C(N3)=O)CCN4C(=O)OC(C)(C)C)C=C2)C(F)(F)F)C=CC1 (tert-butyl 7-((4-(3-cyanophenoxy)-3-(trifluoromethyl)benzyl)oxy)-5-oxo-2,3-dihydroimidazo[1,2-c]pyrimidine-1(5H)-carboxylate). The reactants are FC1(C(N(C2=CC=CC=C12)CCCN1CCC2(C(N(CN2C2=CC=C(C=C2)F)CC2=C(C(=O)OC(C)(C)C)C=CC=C2)=O)CC1)=O)C (tert-butyl 2-((8-(3-(3-fluoro-3-methyl-2-oxoindolin-1-yl)propyl)-1-(4-fluorophenyl)-4-oxo-1,3,8-triazaspiro[4.5]decan-3-yl)methyl)benzoate), Cl (HCl). The solvent is O1CCOCC1 (dioxane). Run at time 4 hour. Yields the product FC1(C(N(C2=CC=CC=C12)CCCN1CCC2(C(N(CN2C2=CC=C(C=C2)F)CC2=C(C(=O)O)C=CC=C2)=O)CC1)=O)C (((8-(3-(3-Fluoro-3-methyl-2-oxoindolin-1-yl)propyl)-1-(4-fluorophenyl)-4-oxo-1,3,8-triazaspiro[4.5]decan-3-yl)methyl)benzoic acid), hydrochloride salt. The yield is 38.0%. Reaction SMILES: [F:1][C:2]1([CH3:47])[C:10]2[C:5](=[CH:6][CH:7]=[CH:8][CH:9]=2)[N:4]([CH2:11][CH2:12][CH2:13][N:14]2[CH2:45][CH2:44][C:17]3([N:21]([C:22]4[CH:27]=[CH:26][C:25]([F:28])=[CH:24][CH:23]=4)[CH2:20][N:19]([CH2:29][C:30]4[CH:42]=[CH:41][CH:40]=[CH:39][C:31]=4[C:32]([O:34]C(C)(C)C)=[O:33])[C:18]3=[O:43])[CH2:16][CH2:15]2)[C:3]1=[O:46].Cl>O1CCOCC1>[F:1][C:2]1([CH3:47])[C:10]2[C:5](=[CH:6][CH:7]=[CH:8][CH:9]=2)[N:4]([CH2:11][CH2:12][CH2:13][N:14]2[CH2:45][CH2:44][C:17]3([N:21]([C:22]4[CH:27]=[CH:26][C:25]([F:28])=[CH:24][CH:23]=4)[CH2:20][N:19]([CH2:29][C:30]4[CH:42]=[CH:41][CH:40]=[CH:39][C:31]=4[C:32]([OH:34])=[O:33])[C:18]3=[O:43])[CH2:16][CH2:15]2)[C:3]1=[O:46]. Procedure details: To tert-butyl 2-((8-(3-(3-fluoro-3-methyl-2-oxoindolin-1-yl)propyl)-1-(4-fluorophenyl)-4-oxo-1,3,8-triazaspiro[4.5]decan-3-yl)methyl)benzoate (0.2 g, 0.31 mmol) was added concentrated 4M HCl in dioxane (3 mL) and triethylsilane (0.05 mL). After stirring at room temperature for 4 hours, the reaction mixture was concentrated, isolated by preparatory TLC (10% methanol/dichloromethane) and lyophilized with 4M HCl in dioxane (1 mL) to obtain the title compound as a hydrochloride salt (0.073 g, 38%); ... Reactants: C(C)[Mg]Br (ethyl magnesium bromide), C(C1=CC=CC=C1)OC(=O)NC1=CC=C(C=C1)CC(=O)OCC (ethyl (4-{[(benzyloxy)carbonyl]amino}phenyl)acetate), O1CCCC1 (tetrahydrofuran), Cl (Hydrochloric acid). Run at time 15 hour. The product is C(C)C(CC1=CC=C(C=C1)NC(OCC1=CC=CC=C1)=O)(CC)O (benzyl 4-(2-ethyl-2-hydroxybutyl)phenylcarbamate). RXN SMILES: [CH2:1]([O:8][C:9]([NH:11][C:12]1[CH:17]=[CH:16][C:15]([CH2:18][C:19]([O:21]CC)=O)=[CH:14][CH:13]=1)=[O:10])[C:2]1[CH:7]=[CH:6][CH:5]=[CH:4][CH:3]=1.[CH2:24]([Mg]Br)[CH3:25].Cl.O1CC[CH2:31][CH2:30]1>>[CH2:30]([C:19]([OH:21])([CH2:24][CH3:25])[CH2:18][C:15]1[CH:14]=[CH:13][C:12]([NH:11][C:9](=[O:10])[O:8][CH2:1][C:2]2[CH:3]=[CH:4][CH:5]=[CH:6][CH:7]=2)=[CH:17][CH:16]=1)[CH3:31]. Reported procedure: To a mixture of ethyl (4-{[(benzyloxy)carbonyl]amino}phenyl)acetate (15.3 g) and tetrahydrofuran (100 mL) was added dropwise 1 M ethyl magnesium bromide (1 M tetrahydrofuran solution, 500 g) at 0° C. The reaction mixture was stirred at room temperature for 15 hrs. 1N Hydrochloric acid was added to the reaction mixture, and the mixture was extracted with ethyl acetate. The organic layer was washed with saturated brine, dried over anhydrous magnesium sulfate and concentrated. The residue was subje...